This data is from the Open Reaction Database (ORD), a public repository of structured organic reaction records. The task is: describe an organic reaction: reactants, conditions, products, and yield The reactants are NC=1SC=C(N1)C (2-amino-4-methylthiazole), OC1=C(CN(C2=CC=CC=C12)C1=CC=CC=C1)C(=O)OCC (1,2-dihydro-4-hydroxy-1-phenyl-3-quinolinecarboxylic acid, ethyl ester). Run in C1(=CC=CC=C1)C (toluene). The product is OC1=C(CN(C2=CC=CC=C12)C1=CC=CC=C1)C(=O)NC=1SC=C(N1)C (1,2-dihydro-4-hydroxy-N-(4-methyl-2-thiazolyl)-1-phenyl-3-quinolinecarboxamide). Yield: 67.3%. RXN SMILES: [NH2:1][C:2]1[S:3][CH:4]=[C:5]([CH3:7])[N:6]=1.[OH:8][C:9]1[C:18]2[C:13](=[CH:14][CH:15]=[CH:16][CH:17]=2)[N:12]([C:19]2[CH:24]=[CH:23][CH:22]=[CH:21][CH:20]=2)[CH2:11][C:10]=1[C:25](OCC)=[O:26]>C1(C)C=CC=CC=1>[OH:8][C:9]1[C:18]2[C:13](=[CH:14][CH:15]=[CH:16][CH:17]=2)[N:12]([C:19]2[CH:20]=[CH:21][CH:22]=[CH:23][CH:24]=2)[CH2:11][C:10]=1[C:25]([NH:1][C:2]1[S:3][CH:4]=[C:5]([CH3:7])[N:6]=1)=[O:26]. Procedure: A solution of 14.5 g of 2-amino-4-methylthiazole and 25.0 g of 1,2-dihydro-4-hydroxy-1-phenyl-3-quinolinecarboxylic acid, ethyl ester in 250 ml of toluene was refluxed for 24 hours in a soxhlet apparatus containing 20 g of 4 Å molecular sieves. Evaporation of the volatiles afforded a residue which was purified by means of high pressure liquid chromatography (silica gel: 2% diethyl ether-dichloromethane as the eluent) followed by recrystallization from diethyl ether to yield 20.7 g (67%) of 1,2-d... Reactants: BrC=1C=C(C(=NC1)OC)C1=C(C=O)C=C(C=C1)C(F)(F)F (2-(5-Bromo-2-methoxy-pyridin-3-yl)-5-trifluoromethyl-benzaldehyde), C(C)N (ethylamine). The product is BrC=1C=C(C(=NC1)OC)C1=C(CNCC)C=C(C=C1)C(F)(F)F ([2-(5-bromo-2-methoxy-pyridin-3-yl)-5-trifluoromethyl-benzyl]-ethyl-amine). Reaction SMILES: [Br:1][C:2]1[CH:3]=[C:4]([C:10]2[CH:17]=[CH:16][C:15]([C:18]([F:21])([F:20])[F:19])=[CH:14][C:11]=2[CH:12]=O)[C:5]([O:8][CH3:9])=[N:6][CH:7]=1.[CH2:22]([NH2:24])[CH3:23]>>[Br:1][C:2]1[CH:3]=[C:4]([C:10]2[CH:17]=[CH:16][C:15]([C:18]([F:21])([F:20])[F:19])=[CH:14][C:11]=2[CH2:12][NH:24][CH2:22][CH3:23])[C:5]([O:8][CH3:9])=[N:6][CH:7]=1. Procedure details: 2-(5-Bromo-2-methoxy-pyridin-3-yl)-5-trifluoromethyl-benzaldehyde and ethylamine (2M in THF) as described in Example 3, Step 3 to provide [2-(5-bromo-2-methoxy-pyridin-3-yl)-5-trifluoromethyl-benzyl]-ethyl-amine. Reactants: BrC1=CC=C(C=C1)[C@H](O[C@H](C(=O)NCC#N)CC(C)C)C1=CC=CC=C1 ((2S)-2-{[(R)-(4-bromophenyl)(phenyl)methyl]oxy}-N-(cyanomethyl)-4-methylpentanamide), CCOC(=O)C.CCCCCC (EtOAc hexane), C1(=CC=C(C=C1)B(O)O)C1=CC=CC=C1 (1,1′-biphenyl-4-ylboronic acid). Product: C1(=CC=C(C=C1)C(=O)C1=CC=C(C=C1)[C@H](O[C@H](C(=O)NCC#N)CC(C)C)C1=CC=CC=C1)C1=CC=CC=C1 ((2S)-2-{[(R)-[4-(1,1′-biphenyl-4-ylcarbonyl)phenyl](phenyl)methyl]oxy}-N-(cyanomethyl)-4-methylpentanamide). As a reaction SMILES: Br[C:2]1[CH:7]=[CH:6][C:5]([C@@H:8]([C:21]2[CH:26]=[CH:25][CH:24]=[CH:23][CH:22]=2)[O:9][C@@H:10]([CH2:17][CH:18]([CH3:20])[CH3:19])[C:11]([NH:13][CH2:14][C:15]#[N:16])=[O:12])=[CH:4][CH:3]=1.[C:27]1([C:36]2[CH:41]=[CH:40][CH:39]=[CH:38][CH:37]=2)[CH:32]=[CH:31][C:30](B(O)O)=[CH:29][CH:28]=1.C[CH2:43][O:44]C(C)=O.CCCCCC>>[C:27]1([C:36]2[CH:41]=[CH:40][CH:39]=[CH:38][CH:37]=2)[CH:32]=[CH:31][C:30]([C:43]([C:2]2[CH:7]=[CH:6][C:5]([C@@H:8]([C:21]3[CH:26]=[CH:25][CH:24]=[CH:23][CH:22]=3)[O:9][C@@H:10]([CH2:17][CH:18]([CH3:20])[CH3:19])[C:11]([NH:13][CH2:14][C:15]#[N:16])=[O:12])=[CH:4][CH:3]=2)=[O:44])=[CH:29][CH:28]=1 |f:2.3|. Procedure details: Using the same procedures as described for the example 50, (2S)-2-{[(R)-(4-bromophenyl)(phenyl)methyl]oxy}-N-(cyanomethyl)-4-methylpentanamide (105 mg, 0.253 mmol) was reacted with 1,1′-biphenyl-4-ylboronic acid (50 mg, 0.253 mmol, 1 eg) to give the title compound after chromatography with 20% EtOAc/hexane. The reactants are [BH4-], CCOC(=O)c1sc2cnccc2c1C, CCO, [Ca+2], [Cl-], [Cl-], [Cl-], [NH4+], [Na+], C1CCOC1. The product is Cc1c(C=O)sc2cnccc12. RXN SMILES: [BH4-:19].[CH3:1][c:2]1[c:3]([C:11](=[O:12])[O:13][CH2:14][CH3:15])[s:4][c:5]2[cH:6][n:7][cH:8][cH:9][c:10]12.[CH3:28][CH2:29][OH:30].[Ca+2:18].[Cl-:16].[Cl-:17].[Cl-:21].[NH4+:22].[Na+:20].[O:23]1[CH2:24][CH2:25][CH2:26][CH2:27]1>>[CH3:1][c:2]1[c:3]([CH:11]=[O:12])[s:4][c:5]2[cH:6][n:7][cH:8][cH:9][c:10]12. Starting materials: COC(=O)c1ccc(CN(Cc2cc(Br)ccc2OCc2ccccc2)c2ccc(C(=O)OC(C)(C)C)cc2)cc1, O=CO. Yields the product COC(=O)c1ccc(CN(Cc2cc(Br)ccc2OCc2ccccc2)c2ccc(C(=O)O)cc2)cc1. RXN SMILES: [Br:1][c:2]1[cH:3][cH:4][c:5]([O:34][CH2:35][c:36]2[cH:37][cH:38][cH:39][cH:40][cH:41]2)[c:6]([CH2:7][N:8]([CH2:9][c:10]2[cH:11][cH:12][c:13]([C:16](=[O:17])[O:18][CH3:19])[cH:14][cH:15]2)[c:20]2[cH:21][cH:22][c:23]([C:24](=[O:25])[O:26][C:27]([CH3:28])([CH3:29])[CH3:30])[cH:31][cH:32]2)[cH:33]1.[CH:42]([OH:43])=[O:44]>>[Br:1][c:2]1[cH:3][cH:4][c:5]([O:34][CH2:35][c:36]2[cH:37][cH:38][cH:39][cH:40][cH:41]2)[c:6]([CH2:7][N:8]([CH2:9][c:10]2[cH:11][cH:12][c:13]([C:16](=[O:17])[O:18][CH3:19])[cH:14][cH:15]2)[c:20]2[cH:21][cH:22][c:23]([C:24](=[O:25])[OH:26])[cH:31][cH:32]2)[cH:33]1. The reactants are CC(C)([O-])C.[K+] (potassium tert-butoxide), O(C1=CC=CC=C1)C1=CC=C(C=O)C=C1 (4-phenoxybenzaldehyde). The reagents and catalysts are [Br-].C[P+](C1=CC=CC=C1)(C1=CC=CC=C1)C1=CC=CC=C1 (methyltriphenylphosphonium bromide). The solvent is CCCCCC (hexane), C1CCOC1 (THF). Conditions: time 30 minute. Product: O(C1=CC=CC=C1)C1=CC=C(C=C)C=C1 (4-Phenoxystyrene). Reaction SMILES: [CH3:1]C(C)([O-])C.[K+].[O:7]([C:14]1[CH:21]=[CH:20][C:17]([CH:18]=O)=[CH:16][CH:15]=1)[C:8]1[CH:13]=[CH:12][CH:11]=[CH:10][CH:9]=1>[Br-].C[P+](C1C=CC=CC=1)(C1C=CC=CC=1)C1C=CC=CC=1.C1COCC1.CCCCCC>[O:7]([C:14]1[CH:21]=[CH:20][C:17]([CH:18]=[CH2:1])=[CH:16][CH:15]=1)[C:8]1[CH:13]=[CH:12][CH:11]=[CH:10][CH:9]=1 |f:0.1,3.4|. Reported procedure: To a suspension of methyltriphenylphosphonium bromide (7.85 g, 22 mmol) in THF (10 mL) was added potassium tert-butoxide (1.0M solution in THF, 22 mL). After 30 minutes, 4-phenoxybenzaldehyde (3.96 g, 20 mmol) was added to the above mixture. The reaction was diluted with equal volume of hexane after 20 minutes and filtered through silica gel (80 g). The residue was rinsed and washed with 20% ether in hexane. Concentration of the filtrate in vacuo gave the crude product as an off white solid whic... Starting materials: C(CCC)C=1N(C(N(N1)C1=C(C=CC(=C1)C(=O)OC)Cl)=O)CC1=CC=C(C=C1)C1=C(C=CC=C1)S(NC(C1=C(C=CC=C1)Cl)=O)(=O)=O (5-n-butyl-2-[5-(carbomethoxy)-2-chlorophenyl]-4-[[2'-[N-(2-chlorobenzoyl)-sulfamoyl]-biphenyl-4-yl]methyl]-2,4-dihydro-3H-1,2,4-triazol-3-one), [OH-].[Na+] (NaOH). The product is C(CCC)C=1N(C(N(N1)C1=C(C=CC(=C1)C(=O)O)Cl)=O)CC1=CC=C(C=C1)C1=C(C=CC=C1)S(NC(C1=C(C=CC=C1)Cl)=O)(=O)=O (5-n-Butyl-2-(5-carboxy-2-chlorophenyl)-4-[[2'-[N-(2-chlorobenzoyl)sulfamoyl]biphenyl-4-yl]methyl]-2,4-dihydro-3H-1,2,4-triazol-3-one). Isolated yield 83.7%. As a reaction SMILES: [CH2:1]([C:5]1[N:6]([CH2:22][C:23]2[CH:28]=[CH:27][C:26]([C:29]3[CH:34]=[CH:33][CH:32]=[CH:31][C:30]=3[S:35](=[O:47])(=[O:46])[NH:36][C:37](=[O:45])[C:38]3[CH:43]=[CH:42][CH:41]=[CH:40][C:39]=3[Cl:44])=[CH:25][CH:24]=2)[C:7](=[O:21])[N:8]([C:10]2[CH:15]=[C:14]([C:16]([O:18]C)=[O:17])[CH:13]=[CH:12][C:11]=2[Cl:20])[N:9]=1)[CH2:2][CH2:3][CH3:4].[OH-].[Na+]>>[CH2:1]([C:5]1[N:6]([CH2:22][C:23]2[CH:24]=[CH:25][C:26]([C:29]3[CH:34]=[CH:33][CH:32]=[CH:31][C:30]=3[S:35](=[O:46])(=[O:47])[NH:36][C:37](=[O:45])[C:38]3[CH:43]=[CH:42][CH:41]=[CH:40][C:39]=3[Cl:44])=[CH:27][CH:28]=2)[C:7](=[O:21])[N:8]([C:10]2[CH:15]=[C:14]([C:16]([OH:18])=[O:17])[CH:13]=[CH:12][C:11]=2[Cl:20])[N:9]=1)[CH2:2][CH2:3][CH3:4] |f:1.2|. Procedure: A solution of 71 mg (0.102 mmole) of 5-n-butyl-2-[5-(carbomethoxy)-2-chlorophenyl]-4-[[2'-[N-(2-chlorobenzoyl)-sulfamoyl]-biphenyl-4-yl]methyl]-2,4-dihydro-3H-1,2,4-triazol-3-one (from Example 65, Step D) in 0.7 mL (0.7 mmole) of 1N NaOH (methanolic) was stirred at 60° C. overnight and then concentrated to dryness. The residue was dissolved in 1 mL of methanol, acidified to approximately pH 1.5 by addition of 1N HCl (methanolic), and again concentrated. The residue was dissolved in CHCl3, dried ... Starting materials: C(C)(C)(C)C1=CC=C(CNCCC2=CC(=CC=C2)OC(F)F)C=C1 ((4-tert-butyl-benzyl)-[2-(3-difluoromethoxy-phenyl)-ethyl]-amine), ClC=1C=C2C=CNC2=C(C1)C(=O)O (5-chloro-1H-indole-7-carboxylic acid), CN(C)C(=[N+](C)C)ON1C2=C(C=CC=C2)N=N1.[B-](F)(F)(F)F (TBTU), C(C)(C)N(C(C)C)CC (N,N-diisopropylethyl amine). Solvent: CN(C)C=O (DMF), O (water), CN(C)C=O (DMF). Reaction conditions: time 5 minute. Yields the product C(C)(C)(C)C1=CC=C(CN(C(=O)C=2C=C(C=C3C=CNC23)Cl)CCC2=CC(=CC=C2)OC(F)F)C=C1 (5-Chloro-1H-indole-7-carboxylic acid (4-tert-butyl-benzyl)-[2-(3-difluoromethoxy-phenyl)-ethyl]-amide). Isolated yield 74.4%. Reaction SMILES: [Cl:1][C:2]1[CH:3]=[C:4]2[C:8](=[C:9]([C:11]([OH:13])=O)[CH:10]=1)[NH:7][CH:6]=[CH:5]2.CN(C(ON1N=NC2C=CC=CC1=2)=[N+](C)C)C.[B-](F)(F)(F)F.C(N(CC)C(C)C)(C)C.[C:45]([C:49]1[CH:68]=[CH:67][C:52]([CH2:53][NH:54][CH2:55][CH2:56][C:57]2[CH:62]=[CH:61][CH:60]=[C:59]([O:63][CH:64]([F:66])[F:65])[CH:58]=2)=[CH:51][CH:50]=1)([CH3:48])([CH3:47])[CH3:46]>CN(C=O)C.O>[C:45]([C:49]1[CH:68]=[CH:67][C:52]([CH2:53][N:54]([CH2:55][CH2:56][C:57]2[CH:62]=[CH:61][CH:60]=[C:59]([O:63][CH:64]([F:66])[F:65])[CH:58]=2)[C:11]([C:9]2[CH:10]=[C:2]([Cl:1])[CH:3]=[C:4]3[C:8]=2[NH:7][CH:6]=[CH:5]3)=[O:13])=[CH:51][CH:50]=1)([CH3:48])([CH3:46])[CH3:47] |f:1.2|. Procedure details: To a solution of 59 mg (0.3 mmol) of 5-chloro-1H-indole-7-carboxylic acid and 96 mg of TBTU (0.3 mmol) in 3 ml DMF, were added 0.26 ml (1.5 mmol) of N,N-diisopropylethyl amine. After stirring for 5 min at rt, 100 mg (0.3 mmol) of (4-tert-butyl-benzyl)-[2-(3-difluoromethoxy-phenyl)-ethyl]-amine in 2 ml DMF were added. After stirring for 4 h at rt, the reaction mixture was diluted with 50 ml water and extracted with EtOAc (2×). The combined organic phases were washed with water and brine, dried wi...